This data is from the Open Reaction Database (ORD), a public repository of structured organic reaction records. The task is: describe an organic reaction: reactants, conditions, products, and yield Reactants: [Na] (sodium), C1(=CC=CC=C1)NN (phenylhydrazine), C(\C=C\C)#N (crotononitrile). Run in C(C)O (ethanol), C(C)O (ethanol). Conditions: time 10 minute. Product: NC1=NN(C(C1)C)C1=CC=CC=C1 (3-Amino-5-methyl-1-phenyl-2-pyrazoline). As a reaction SMILES: [Na].[C:2]1([NH:8][NH2:9])[CH:7]=[CH:6][CH:5]=[CH:4][CH:3]=1.[C:10](#[N:14])/[CH:11]=[CH:12]/[CH3:13]>C(O)C>[NH2:14][C:10]1[CH2:11][CH:12]([CH3:13])[N:8]([C:2]2[CH:7]=[CH:6][CH:5]=[CH:4][CH:3]=2)[N:9]=1 |^1:0|. Procedure: A 2.0 g. amount of sodium metal is dissolved in 200 ml. of absolute ethanol, then 32.4 g. of phenylhydrazine in 50 ml. of ethanol is added followed in 10 minutes by 20.1 g. of crotononitrile. The reaction mixture is refluxed for 5 hours. Most of the ethanol is removed in vacuo, water is added and the product is collected by filtration. The solid is dissolved in dichloromethane. This solution is passed through a short column of a hydrous magnesium silicate. The column effluent is then refluxed on... The reactants are FC(C=1C=C(C(=O)CC(C(=O)OCC)=O)C=CC1)(F)F (ethyl 3-trifluoromethylbenzoylpyruvate), CNN (methyl hydrazine), O (water). Run in C(C)O (ethanol). Conditions: time 2 hour. Yields the product CN1N=C(C=C1C(=O)O)C1=CC(=CC=C1)C(F)(F)F (1-methyl-3-(3-trifluoromethylphenyl)pyrazole-5-carboxylic acid). RXN SMILES: [F:1][C:2]([F:20])([F:19])[C:3]1[CH:4]=[C:5]([CH:16]=[CH:17][CH:18]=1)[C:6]([CH2:8][C:9](=O)[C:10]([O:12]CC)=[O:11])=O.[CH3:21][NH:22][NH2:23].O>C(O)C>[CH3:21][N:22]1[C:9]([C:10]([OH:12])=[O:11])=[CH:8][C:6]([C:5]2[CH:16]=[CH:17][CH:18]=[C:3]([C:2]([F:20])([F:19])[F:1])[CH:4]=2)=[N:23]1. Procedure details: Following the procedure of Example 1, 5.8 g. of ethyl 3-trifluoromethylbenzoylpyruvate and 0.92 g. of methyl hydrazine were heated in ethanol solution for about one hour at about 80° C. The reaction mixture was cooled and water added. The aqueous mixture was extracted with two 100 ml. portions of ether followed by one 100 ml. portion of chloroform. The combined extracts were dried with phase separation paper. The solvents were removed from the filtrate. NMR indicated that the residue comprised t... Starting materials: CC(C(=O)O)(CCCCCCCCCN)C (2,2-dimethyl-11-aminoundecanoic acid). Run in C(CCCC)O (n-pentanol). The product is C(CCCC)OC(C(CCCCCCCCC(N)C(C)C)(C)C)=O (2,2-dimethyl-11-isopropyl-11-aminoundecanoic acid pentyl ester). The yield is 184.5%. RXN SMILES: [CH3:1][C:2]([CH3:16])([CH2:6][CH2:7][CH2:8][CH2:9][CH2:10][CH2:11][CH2:12][CH2:13][CH2:14][NH2:15])[C:3]([OH:5])=[O:4]>C(O)CCCC>[CH2:1]([O:4][C:3](=[O:5])[C:2]([CH3:16])([CH3:1])[CH2:6][CH2:7][CH2:8][CH2:9][CH2:10][CH2:11][CH2:12][CH2:13][CH:14]([CH:10]([CH3:11])[CH3:9])[NH2:15])[CH2:2][CH2:6][CH2:7][CH3:8]. Procedure: The procedure described in Example (1b) is repeated, using 52.3 g (0.193 mole) of 2,2-dimethyl-11-aminoundecanoic acid and 200 ml of n-pentanol. Distillation yields 60.5 g (0.178 mole) of 2,2-dimethyl-11-isopropyl-11-aminoundecanoic acid pentyl ester, corresponding to a yield of 92.2% of theory: b.p. 138°-139°/0.01 torr; nD20 =1.4505. The product is COC(=O)C(Cc1ccc(OC)c(F)c1)C(=O)OC(C)(C)C. Reactants: COC(=O)C(=Cc1ccc(OC)c(F)c1)C(=O)OC(C)(C)C, CO, [OH-], [OH-], [Pd+2]. As a reaction SMILES: [C:1]([CH3:2])([CH3:3])([CH3:4])[O:5][C:6](=[O:7])[C:8]([C:9](=[O:10])[O:11][CH3:12])=[CH:13][c:14]1[cH:15][c:16]([F:22])[c:17]([O:20][CH3:21])[cH:18][cH:19]1.[CH3:23][OH:24].[OH-:25].[OH-:27].[Pd+2:26]>>[C:1]([CH3:2])([CH3:3])([CH3:4])[O:5][C:6](=[O:7])[CH:8]([C:9](=[O:10])[O:11][CH3:12])[CH2:13][c:14]1[cH:15][c:16]([F:22])[c:17]([O:20][CH3:21])[cH:18][cH:19]1.